This data is from the Open Reaction Database (ORD), a public repository of structured organic reaction records. The task is: describe an organic reaction: reactants, conditions, products, and yield Reaction SMILES: [S:1]1[C:5]2[CH:6]=[CH:7][CH:8]=[CH:9][C:4]=2[C:3]([N:10]2[CH2:15][CH2:14][N:13]([CH2:16][CH2:17][CH2:18][CH2:19][N:20]3C(=O)C4=CC=CC=C4C3=O)[CH2:12][CH2:11]2)=[N:2]1.O.NN.Cl>CO>[NH2:20][CH2:19][CH2:18][CH2:17][CH2:16][N:13]1[CH2:14][CH2:15][N:10]([C:3]2[C:4]3[CH:9]=[CH:8][CH:7]=[CH:6][C:5]=3[S:1][N:2]=2)[CH2:11][CH2:12]1 |f:1.2|. Yields the product NCCCCN1CCN(CC1)C1=NSC2=C1C=CC=C2 (1-(4-Aminobutyl)-4-(1,2-benzisothiazol-3-yl)piperazine). The reactants are S1N=C(C2=C1C=CC=C2)N2CCN(CC2)CCCCN2C(C=1C(C2=O)=CC=CC1)=O (N-[4-{4-(1,2-benzisothiazol-3-yl)-1-piperazinyl}butyl]phthalimide), O.NN (hydrazine hydrate), Cl (hydrochloric acid). Solvent: CO (methanol). Procedure: A mixture of N-[4-{4-(1,2-benzisothiazol-3-yl)-1-piperazinyl}butyl]phthalimide (1 g; 2.38 mmol), hydrazine hydrate (0.2 g; 3.57 mmol) and methanol (10 ml) was refluxed for 2.5 hours. After cooling, the reaction mixture was combined with a 10% aqueous hydrochloric acid solution (20 ml) and stirred. The precipitated crystals were removed by filtration, and the filtrate was neutralized with a 10% sodium hydroxide solution and extracted with chloroform. The organic layer was washed with a saturated ... The product is C(C)(=O)OC1=CC=2C=3C(C(=NSCC13)N(C(=O)OC(C)(C)C)C(=O)OC(C)(C)C)=NN(N2)CC2=NC=C(C(=C2C)OC)C (4-[Bis(tert-butoxycarbonyl)amino]-2-[(4-methoxy-3,5-dimethylpyridin-2-yl)methyl]-2,7-dihydro-6-thia-1,2,3,5-tetraazabenzo[cd]azulen-8-yl acetate). Reaction SMILES: [OH:1][CH:2]1[C:11]2[CH2:10][S:9][N:8]=[C:7]([N:12]([C:20]([O:22][C:23]([CH3:26])([CH3:25])[CH3:24])=[O:21])[C:13]([O:15][C:16]([CH3:19])([CH3:18])[CH3:17])=[O:14])[C:6]3=[N:27][N:28]([CH2:30][C:31]4[C:36]([CH3:37])=[C:35]([O:38][CH3:39])[C:34]([CH3:40])=[CH:33][N:32]=4)[N:29]=[C:4]([C:5]=23)[CH2:3]1.CS(C)=O.[C:45](OC(=O)C)(=[O:47])[CH3:46]>C(OCC)(=O)C>[C:45]([O:1][C:2]1[C:11]2[CH2:10][S:9][N:8]=[C:7]([N:12]([C:13]([O:15][C:16]([CH3:19])([CH3:18])[CH3:17])=[O:14])[C:20]([O:22][C:23]([CH3:26])([CH3:25])[CH3:24])=[O:21])[C:6]3=[N:27][N:28]([CH2:30][C:31]4[C:36]([CH3:37])=[C:35]([O:38][CH3:39])[C:34]([CH3:40])=[CH:33][N:32]=4)[N:29]=[C:4]([C:5]=23)[CH:3]=1)(=[O:47])[CH3:46]. Run at time 12 hour. Reported procedure: A mixture composed of di-tert-butyl {8-hydroxy-2-[(4-methoxy-3,5-dimethylpyridin-2-yl)methyl]-2,7,8,9-tetrahydro-6-thia-1,2,3,5-tetraazabenzo[cd]azulen-4-yl}imidodicarbonate of Example 32 (778 mg), dimethyl sulfoxide (10 mL) and acetic anhydride (1 mL) was stirred in a nitrogen atmosphere at room temperature for 12 hours. After confirming that the raw material disappeared, the reaction mixture was diluted with ethyl acetate and sequentially washed with water and brine. The organic layer was drie... The solvent is C(C)(=O)OCC (ethyl acetate). Starting materials: OC1CC=2C=3C(C(=NSCC13)N(C(=O)OC(C)(C)C)C(=O)OC(C)(C)C)=NN(N2)CC2=NC=C(C(=C2C)OC)C (Di-tert-butyl {8-hydroxy-2-[(4-methoxy-3,5-dimethylpyridin-2-yl)methyl]-2,7,8,9-tetrahydro-6-thia-1,2,3,5-tetraazabenzo[cd]azulen-4-yl}imidodicarbonate), raw material, CS(=O)C (dimethyl sulfoxide), C(C)(=O)OC(C)=O (acetic anhydride). Yield: 61.0%. The reactants are C(C)(=O)Cl (acetyl chloride), C(C)(=O)[O-].[Na+] (sodium acetate), [Na] (Sodium), C(COCCO)O (diethylene glycol), [Na] (sodium), BrCC(=O)O (bromoacetic acid). Solvent: C(C)(C)O (isopropyl alcohol). The product is OCCOCCOCC(=O)OC(C)C (Isopropyl 8-hydroxy-3,6-dioxa-octanoate). RXN SMILES: [Na].Br[CH2:3][C:4]([OH:6])=[O:5].[C:7](Cl)(=O)[CH3:8].[C:11]([O-])(=O)C.[Na+].[CH2:16]([OH:22])[CH2:17][O:18][CH2:19][CH2:20][OH:21]>C(O)(C)C>[OH:22][CH2:16][CH2:17][O:18][CH2:19][CH2:20][O:21][CH2:3][C:4]([O:6][CH:7]([CH3:8])[CH3:11])=[O:5] |f:3.4,^1:0|. Reported procedure: Sodium (23 g, 1.0 mole) in form of chips was added in portions to diethylene glycol (500 ml) under nitrogen atmosphere. When the sodium had reacted completely, the mixture was cooled to room temperature and bromoacetic acid was added (76 g, 0.5 mole) under stirring. After 18 hours at 100° C. the excess of diethylene glycol was distilled off at about 4 mm Hg. Thereafter isopropyl alcohol (400 ml) and in portions acetyl chloride (51 g, 0.65 mole) were added. After stirring for 18 hours at 65° C. t... Conditions: time 60 hour. Procedure: 10.4 g (0.04 mol) of ethyl 1-benzoyl-4-piperidine-carboxylate were dissolved in 90 ml of THF and treated with a solution of 0.871 g (0.04 mol) of lithium borate in 20 ml of THF. 0.45 ml (0.004 mol) of trimethyl borate was added and the mixture was stirred at room temperature for 60 hrs. The reaction mixture was treated with water and stirred for 1.5 hrs. The mixture was extracted with ethyl acetate and the organic phase was washed with water and saturated sodium chloride solution and dried over ... Reaction SMILES: [C:1]([N:9]1[CH2:14][CH2:13][CH:12]([C:15](OCC)=[O:16])[CH2:11][CH2:10]1)(=[O:8])[C:2]1[CH:7]=[CH:6][CH:5]=[CH:4][CH:3]=1.B([O-])([O-])[O-].[Li+].[Li+].[Li+].B(OC)(OC)OC.O>C1COCC1>[C:1]([N:9]1[CH2:14][CH2:13][CH:12]([CH2:15][OH:16])[CH2:11][CH2:10]1)(=[O:8])[C:2]1[CH:3]=[CH:4][CH:5]=[CH:6][CH:7]=1 |f:1.2.3.4|. Solvent: C1CCOC1 (THF), C1CCOC1 (THF). Isolated yield 88.9%. Reactants: B([O-])([O-])[O-].[Li+].[Li+].[Li+] (lithium borate), O (water), C(C1=CC=CC=C1)(=O)N1CCC(CC1)C(=O)OCC (ethyl 1-benzoyl-4-piperidine-carboxylate), B(OC)(OC)OC (trimethyl borate). Yields the product C(C1=CC=CC=C1)(=O)N1CCC(CC1)CO (1-benzoyl-4-hydroxymethyl-piperidine). The reactants are Brc1cnc2[nH]ccc2c1, CN(C)C=O, [Cu]Br, [H-], [Na+], OCCN1CCOCC1. The product is c1cc2cc(OCCN3CCOCC3)cnc2[nH]1. RXN SMILES: [Br:12][c:13]1[cH:14][c:15]2[cH:16][cH:17][nH:18][c:19]2[n:20][cH:21]1.[CH3:22][N:23]([CH3:24])[CH:25]=[O:26].[Cu:27][Br:28].[H-:10].[Na+:11].[O:1]1[CH2:2][CH2:3][N:4]([CH2:7][CH2:8][OH:9])[CH2:5][CH2:6]1>>[O:1]1[CH2:2][CH2:3][N:4]([CH2:7][CH2:8][O:9][c:13]2[cH:14][c:15]3[cH:16][cH:17][nH:18][c:19]3[n:20][cH:21]2)[CH2:5][CH2:6]1. Reactants: FC1=CC=C(C=C1)N1C(NCC1)=O (1-(4-fluorophenyl)-2-imidazolidinone), BrCCCCCC(C)OC1=CC=C(C=C1)Br (1-Bromo-6-(4-bromophenoxy)heptane), [H-].[Na+] (NaH). The solvent is CN(C=O)C (dimethylformamide). Run at time 30 minute. Yields the product BrC1=CC=C(OCCCCCCN2C(N(CC2)C2=CC=C(C=C2)F)=O)C=C1 (1-[6-(4-bromophenoxy)hexyl]-3-(4-fluorophenyl)-2-imidazolidinone), solid. Yield: 48.0%. Reaction SMILES: [F:1][C:2]1[CH:7]=[CH:6][C:5]([N:8]2[CH2:12][CH2:11][NH:10][C:9]2=[O:13])=[CH:4][CH:3]=1.[H-].[Na+].Br[CH2:17][CH2:18][CH2:19][CH2:20][CH2:21][CH:22]([O:24][C:25]1[CH:30]=[CH:29][C:28]([Br:31])=[CH:27][CH:26]=1)C>CN(C)C=O>[Br:31][C:28]1[CH:29]=[CH:30][C:25]([O:24][CH2:22][CH2:21][CH2:20][CH2:19][CH2:18][CH2:17][N:10]2[CH2:11][CH2:12][N:8]([C:5]3[CH:4]=[CH:3][C:2]([F:1])=[CH:7][CH:6]=3)[C:9]2=[O:13])=[CH:26][CH:27]=1 |f:1.2|. Procedure: To a solution of 1-(4-fluorophenyl)-2-imidazolidinone (0.12 g, 0.65 mmol) dissolved in 10 mL dimethylformamide cooled in an ice bath was added NaH (60% dispersion in mineral oil, 39.0 mg, 0.98 mmol). The mixture was stirred at room temperature for 30 minutes and then cooled in ice bath. 1-Bromo-6-(4-bromophenoxy)heptane (0.22 g, 0.65 mmol) was added, and the mixture was stirred at room temperature for additional 4 hours. The reaction was quenched with methanol, and the solvents were removed unde... Starting materials: C(C)(C)(C)OC(=O)N1C(C(CCC1)NC1=NC(=CC(=N1)C)C)C ((±)-tert-butyl-3-((4,6-dimethylpyrimidin-2-yl)amino)-2-methylpiperidine-1-carboxylate), C(=O)(C(F)(F)F)O (TFA). The solvent is C(Cl)Cl (DCM). Yields the product CC1=NC(=NC(=C1)C)N[C@H]1[C@@H](NCCC1)C ((±)-trans-4,6-dimethyl-N-(2-methylpiperidin-3-yl)pyrimidin-2-amine). Isolated yield 102.6%. Reaction SMILES: C(OC([N:8]1[CH2:13][CH2:12][CH2:11][CH:10]([NH:14][C:15]2[N:20]=[C:19]([CH3:21])[CH:18]=[C:17]([CH3:22])[N:16]=2)[CH:9]1[CH3:23])=O)(C)(C)C.C(O)(C(F)(F)F)=O>C(Cl)Cl>[CH3:22][C:17]1[CH:18]=[C:19]([CH3:21])[N:20]=[C:15]([NH:14][C@@H:10]2[CH2:11][CH2:12][CH2:13][NH:8][C@H:9]2[CH3:23])[N:16]=1. Reported procedure: To the title compound from Step A (75 mg, 0.23 mmol) in DCM (4 mL) was added TFA (4 mL). Upon completion (˜3 h), the reaction was concentrated, neutralized with 5% Na2CO3 (aq) and extracted with DCM (3×). The combined organics were dried (Na2SO4) to give the title compound (52 mg) which was used without further purification. MS (ESI) mass calcd. for C12H20N4, 220.2; m/z found 221.1 [M+H]+. The reactants are CC1C(CCCC1)=O (2-methylcyclohexanone), BrN1C(CCC1=O)=O (N-bromosuccinimide), S1CSCCC1 (1,3-dithiane), carbonyl. The solvent is C(Cl)(Cl)(Cl)Cl (CCl4). Product: 4C, BrC1(C(CCCC1)=O)C (2-bromo-2-methylcyclohexanone). Reaction SMILES: S1CCCSC1.[CH3:7][CH:8]1[CH2:13][CH2:12][CH2:11][CH2:10][C:9]1=[O:14].[Br:15]N1C(=O)CCC1=O>C(Cl)(Cl)(Cl)Cl>[Br:15][C:8]1([CH3:7])[CH2:13][CH2:12][CH2:11][CH2:10][C:9]1=[O:14]. Reported procedure: Aldehydes 4B and 4C were synthesized by a modification of the procedure reported by Corey and Erickson (Corey, E. J. and Erickson, B. W. (1971) "Oxidative hydrolysis of 1,3-dithiane derivatives to carbonyl compounds using N-halosuccimide reagent," J. Org. Chem. 36(3):553-560) which is depicted in Scheme 4. Bromination of 2-methylcyclohexanone (7) with 1 equivalent of N-bromosuccinimide (Rinne, W. W. et al., "New methods of preparation of 2-methylcyclohexen-1-one," J. Am. Chem. Soc. (1950) 72:575... The reactants are C(=O)(C(F)(F)F)O (TFA), CO\N=C(/C(=O)NC1[C@@H]2N(C(=C(CS2)CI)C(=O)OC(C2=CC=CC=C2)C2=CC=CC=C2)C1=O)\C=1N=C(SC1)NC(C1=CC=CC=C1)(C1=CC=CC=C1)C1=CC=CC=C1 (diphenylmethyl 7-[(Z)-2-methoxyimino-2-(2-tritylaminothiazol-4-yl)acetamido]-3-iodomethyl-3-cephem-4-carboxylate), CN(C=1SC2=C(C=NC=C2)N1)C (2-dimethylaminothiazolo[4,5-c]pyridine), C1(=CC=CC=C1)OC (anisole). Run in CCOCC (ether), C(C)(=O)OCC (ethyl acetate), CS(=O)C (DMSO). Run at time 40 minute. The product is NC=1SC=C(N1)/C(/C(=O)NC1[C@@H]2N(C(=C(CS2)C[N+]2=CC3=C(C=C2)SC(=N3)N(C)C)C(=O)[O-])C1=O)=N/OC (7-[(Z)-2-(2-Aminothiazol-4-yl)-2-methoxyiminoacetamido]-3-(2-dimethylamino-5-thiazolo[4,5-c]pyridinio)methyl-3-cephem-4-carboxylate). The yield is 31.3%. RXN SMILES: [CH3:1][O:2]/[N:3]=[C:4](/[C:35]1[N:36]=[C:37]([NH:40]C(C2C=CC=CC=2)(C2C=CC=CC=2)C2C=CC=CC=2)[S:38][CH:39]=1)\[C:5]([NH:7][CH:8]1[C:33](=[O:34])[N:10]2[C:11]([C:17]([O:19]C(C3C=CC=CC=3)C3C=CC=CC=3)=[O:18])=[C:12]([CH2:15]I)[CH2:13][S:14][C@H:9]12)=[O:6].[CH3:60][N:61]([CH3:71])[C:62]1[S:63][C:64]2[CH:69]=[CH:68][N:67]=[CH:66][C:65]=2[N:70]=1.C1(OC)C=CC=CC=1.C(O)(C(F)(F)F)=O>CS(C)=O.CCOCC.C(OCC)(=O)C>[NH2:40][C:37]1[S:38][CH:39]=[C:35](/[C:4](=[N:3]/[O:2][CH3:1])/[C:5]([NH:7][CH:8]2[C:33](=[O:34])[N:10]3[C:11]([C:17]([O-:19])=[O:18])=[C:12]([CH2:15][N+:67]4[CH:68]=[CH:69][C:64]5[S:63][C:62]([N:61]([CH3:71])[CH3:60])=[N:70][C:65]=5[CH:66]=4)[CH2:13][S:14][C@H:9]23)=[O:6])[N:36]=1. Reported procedure: A mixture of diphenylmethyl 7-[(Z)-2-methoxyimino-2-(2-tritylaminothiazol-4-yl)acetamido]-3-iodomethyl-3-cephem-4-carboxylate [VIIa] (466 mg, 0.5 mmole) and 2-dimethylaminothiazolo[4,5-c]pyridine (90 mg, 0.5 mmole) in dry DMSO (1 ml) was stirred at room temperature for 40 minutes, and diluted with a mixture of ether (20 ml) and ethyl acetate (50 ml). The precipitate was collected by filtration to obtain 517 mg of the crude quaternary salt. The salt was mixed with 0.3 ml of anisole and was treate... The reactants are C(#N)C1=CC=C(CBr)C=C1 (4-Cyanobenzyl bromide), C(C)(C)(C)OC(=O)N1CC2CNCC(C1)O2 (9-oxa-3,7-diaza-bicyclo[3.3.1]nonane-3-carboxylic acid tert-butyl ester), C([O-])([O-])=O.[K+].[K+] (potassium carbonate). The solvent is C(C)#N (acetonitrile). Run at temperature 60 celsius, time 8 hour. Product: C(C)(C)(C)OC(=O)N1CC2CN(CC(C1)O2)CC2=CC=C(C=C2)C#N (7-(4-Cyanobenzyl)-9-oxa-3,7-diazabicyclo[3.3.1]nonane-3-carboxylic acid tert-butyl ester). Isolated yield 75.7%. As a reaction SMILES: [C:1]([C:3]1[CH:10]=[CH:9][C:6]([CH2:7]Br)=[CH:5][CH:4]=1)#[N:2].[C:11]([O:15][C:16]([N:18]1[CH2:25][CH:24]2[O:26][CH:20]([CH2:21][NH:22][CH2:23]2)[CH2:19]1)=[O:17])([CH3:14])([CH3:13])[CH3:12].C(=O)([O-])[O-].[K+].[K+]>C(#N)C>[C:11]([O:15][C:16]([N:18]1[CH2:19][CH:20]2[O:26][CH:24]([CH2:23][N:22]([CH2:7][C:6]3[CH:9]=[CH:10][C:3]([C:1]#[N:2])=[CH:4][CH:5]=3)[CH2:21]2)[CH2:25]1)=[O:17])([CH3:14])([CH3:12])[CH3:13] |f:2.3.4|. Reported procedure: 4-Cyanobenzyl bromide (2 g, 0.01 mol), 9-oxa-3,7-diaza-bicyclo[3.3.1]nonane-3-carboxylic acid tert-butyl ester (2.33 g, 0.01 mol; see WO 01/28992) and potassium carbonate (3.52 g, 0.026 mol) were taken in dry acetonitrile (25 mL) and stirred at 60° C. overnight under a nitrogen atmosphere. The reaction mixture was cooled to rt, filtered and the filtrate concentrated under reduced pressure. The residue obtained thereby was purified by column chromatography (using 5% ethyl acetate in petroleum eth...